From a dataset of the Open Reaction Database (ORD), a public repository of structured organic reaction records. describe an organic reaction: reactants, conditions, products, and yield Starting materials: ClC=1C(=NC=NC1Cl)N (5,6-dichloropyrimidin-4-amine), NCC1CCN(CC1)C(=O)OC(C)(C)C (tert-butyl 4-(aminomethyl)piperidine-1-carboxylate), C(C1=CC=CC=C1)C1=CC=C(C=C1)B1OC(C(O1)(C)C)(C)C (2-(4-benzylphenyl)-4,4,5,5-tetramethyl-1,3,2-dioxaborolane), C(C=C)(=O)Cl (acryloyl chloride). The product is NC1=C(C(=NC=N1)NCC1CCN(CC1)C(C=C)=O)C1=CC=C(C=C1)CC1=CC=CC=C1 (1-(4-(((6-amino-5-(4-benzylphenyl)pyrimidin-4-yl)amino)methyl)piperidin-1-yl)prop-2-en-1-one). RXN SMILES: Cl[C:2]1[C:3]([NH2:9])=[N:4][CH:5]=[N:6][C:7]=1Cl.[NH2:10][CH2:11][CH:12]1[CH2:17][CH2:16][N:15]([C:18]([O:20]C(C)(C)C)=O)[CH2:14][CH2:13]1.[CH2:25]([C:32]1[CH:37]=[CH:36][C:35](B2OC(C)(C)C(C)(C)O2)=[CH:34][CH:33]=1)[C:26]1[CH:31]=[CH:30][CH:29]=[CH:28][CH:27]=1.[C:47](Cl)(=O)[CH:48]=C>>[NH2:9][C:3]1[N:4]=[CH:5][N:6]=[C:7]([NH:10][CH2:11][CH:12]2[CH2:13][CH2:14][N:15]([C:18](=[O:20])[CH:47]=[CH2:48])[CH2:16][CH2:17]2)[C:2]=1[C:35]1[CH:36]=[CH:37][C:32]([CH2:25][C:26]2[CH:31]=[CH:30][CH:29]=[CH:28][CH:27]=2)=[CH:33][CH:34]=1. Procedure details: 1-(4-(((6-amino-5-(4-benzylphenyl)pyrimidin-4-yl)amino)methyl)piperidin-1-yl)prop-2-en-1-one was prepared from 5,6-dichloropyrimidin-4-amine, tert-butyl 4-(aminomethyl)piperidine-1-carboxylate, 2-(4-benzylphenyl)-4,4,5,5-tetramethyl-1,3,2-dioxaborolane, and acryloyl chloride using methods B, C, D, and F. HPLC purity: 100%. MS: m/z=428 [M+H]+. The reactants are ClC=1N=NC=C(C1C1=CC=NC=C1)C1=CC=C(C=C1)F (3-chloro-5-(4-fluorophenyl)4-(pyridin-4-yl)pyridazine), O.NN (hydrazine monohydrate). Run in N1=CC=CC=C1 (pyridine). Run at temperature 100 celsius. Product: FC1=CC=C(C=C1)C=1C(=C(N=NC1)NN)C1=CC=NC=C1 (1-(5-(4-fluorophenyl)4-(pyridin-4-yl)pyridazin-3-yl)hydrazine). The yield is 78.0%. Reaction SMILES: Cl[C:2]1[N:3]=[N:4][CH:5]=[C:6]([C:14]2[CH:19]=[CH:18][C:17]([F:20])=[CH:16][CH:15]=2)[C:7]=1[C:8]1[CH:13]=[CH:12][N:11]=[CH:10][CH:9]=1.O.[NH2:22][NH2:23]>N1C=CC=CC=1>[F:20][C:17]1[CH:18]=[CH:19][C:14]([C:6]2[C:7]([C:8]3[CH:13]=[CH:12][N:11]=[CH:10][CH:9]=3)=[C:2]([NH:22][NH2:23])[N:3]=[N:4][CH:5]=2)=[CH:15][CH:16]=1 |f:1.2|. Procedure: To a solution of 3-chloro-5-(4-fluorophenyl)4-(pyridin-4-yl)pyridazine (586 mg, 2.05 mmol) in pyridine (3 mL) at RT was added hydrazine monohydrate (0.6 mL). After addition, the reaction was heated to 100° C. for 3 h. After this time, the reaction mixture was cooled to RT. The reaction mixture was concentrated under reduced pressure and the residue was diluted with water. The resulting mixture was then extracted with EtOAc (3×50 mL). The combined organic layers were washed with saturted Nacl. Th... The product is COC(=O)C=C(NN)C(=O)OC. Reaction SMILES: [CH2:13]([O:14][CH2:15][CH3:16])[CH3:17].[CH2:18]1[O:19][CH2:20][CH2:21][CH2:22]1.[CH3:1][O:2][C:3](=[O:4])[C:5]#[C:6][C:7](=[O:8])[O:9][CH3:10].[NH2:11][NH2:12]>>[CH3:1][O:2][C:3](=[O:4])[C:5](=[CH:6][C:7](=[O:8])[O:9][CH3:10])[NH:11][NH2:12]. The reactants are CCOCC, C1CCOC1, COC(=O)C#CC(=O)OC, NN.